The task is: describe an organic reaction: reactants, conditions, products, and yield. This data is from the Open Reaction Database (ORD), a public repository of structured organic reaction records. Procedure details: 5-[5-(2,3-Dichloro-phenylmethanesulfonyl)-2-oxo-1,2-dihydro-indol-(3Z)-ylidenemethyl]-2,4-dimethyl-1H-pyrrole-3-carboxylic acid (100 mg, 0.2 mmol) was coupled with piperidin-4-ol (22 mg, 1.2 eq.) using HOBt (1.2 eq.), EDAC.HCl (1.2 eq.) and TEA (3 eq.) to give the titled compound. Yields the product ClC1=C(C=CC=C1Cl)CS(=O)(=O)C=1C=C2/C(/C(NC2=CC1)=O)=C/C=1NC(=C(C1C)C(=O)N1CCC(CC1)O)C (5-(2,3-Dichloro-phenylmethanesulfonyl)-3-[1-[4-(4-hydroxy-piperidine-1-carbonyl)-3,5-dimethyl-1H-pyrrol-2-yl]-meth-(Z)-ylidene]-1,3-dihydro-indol-2-one). As a reaction SMILES: [Cl:1][C:2]1[C:7]([Cl:8])=[CH:6][CH:5]=[CH:4][C:3]=1[CH2:9][S:10]([C:13]1[CH:14]=[C:15]2[C:19](=[CH:20][CH:21]=1)[NH:18][C:17](=[O:22])/[C:16]/2=[CH:23]\[C:24]1[NH:28][C:27]([CH3:29])=[C:26]([C:30](O)=[O:31])[C:25]=1[CH3:33])(=[O:12])=[O:11].[NH:34]1[CH2:39][CH2:38][CH:37]([OH:40])[CH2:36][CH2:35]1.C1C=CC2N(O)N=NC=2C=1.CCN=C=NCCCN(C)C.Cl>>[Cl:1][C:2]1[C:7]([Cl:8])=[CH:6][CH:5]=[CH:4][C:3]=1[CH2:9][S:10]([C:13]1[CH:14]=[C:15]2[C:19](=[CH:20][CH:21]=1)[NH:18][C:17](=[O:22])/[C:16]/2=[CH:23]\[C:24]1[NH:28][C:27]([CH3:29])=[C:26]([C:30]([N:34]2[CH2:39][CH2:38][CH:37]([OH:40])[CH2:36][CH2:35]2)=[O:31])[C:25]=1[CH3:33])(=[O:11])=[O:12] |f:3.4|. Reactants: ClC1=C(C=CC=C1Cl)CS(=O)(=O)C=1C=C2/C(/C(NC2=CC1)=O)=C/C1=C(C(=C(N1)C)C(=O)O)C (5-[5-(2,3-Dichloro-phenylmethanesulfonyl)-2-oxo-1,2-dihydro-indol-(3Z)-ylidenemethyl]-2,4-dimethyl-1H-pyrrole-3-carboxylic acid), CCN=C=NCCCN(C)C.Cl (EDAC.HCl), TEA, N1CCC(CC1)O (piperidin-4-ol), C=1C=CC2=C(C1)N=NN2O (HOBt). Reported procedure: A 3.5 g sample of the alcohol from step 471a above was dissolved in 25 mL of methylene chloride and treated with methanesulfonyl chloride an TEA at 0° C. for 2 hours. The reaction mixture was washed with NaHCO3 solution and water, and the solvent was removed. The residue was chromatographed on silica gel to give 3 g of the title compound. The product is CS(=O)(=O)OCC[C@H](C[N+](=O)[O-])[C@H]1N(CCC1)C(=O)OC(C)(C)C (3-(R)-(1-BOC-2-(S)-pyrrolidinyl)-4-nitrobutanyl methylsulfonyl ether). Reactants: CS(=O)(=O)Cl (methanesulfonyl chloride), TEA, C(=O)(OC(C)(C)C)N1[C@@H](CCC1)[C@H](CCO)C[N+](=O)[O-] (3-(R)-(1-BOC-2-(S)-pyrrolidinyl)-4-nitrobutanol). Solvent: C(Cl)Cl (methylene chloride). Reaction SMILES: [C:1]([N:8]1[CH2:12][CH2:11][CH2:10][C@H:9]1[C@@H:13]([CH2:17][N+:18]([O-:20])=[O:19])[CH2:14][CH2:15][OH:16])([O:3][C:4]([CH3:7])([CH3:6])[CH3:5])=[O:2].[CH3:21][S:22](Cl)(=[O:24])=[O:23]>C(Cl)Cl>[CH3:21][S:22]([O:16][CH2:15][CH2:14][C@@H:13]([C@@H:9]1[CH2:10][CH2:11][CH2:12][N:8]1[C:1]([O:3][C:4]([CH3:7])([CH3:6])[CH3:5])=[O:2])[CH2:17][N+:18]([O-:20])=[O:19])(=[O:24])=[O:23]. The reactants are BrC=1C=C2CN(C(C2=CC1)C)S(=O)(=O)C1=CC=C(C=C1)C (5-bromo-1-methyl-2-(p-toluene sulfonyl)isoindoline), [H-].[Na+] (sodium hydride), C1(=CC=CC=C1)O (phenol), C(CC)(=O)O (propionic acid). Solvent: Br (hydrobromic acid). The product is BrC=1C=C2CNC(C2=CC1)C (5-bromo-1-methylisoindoline). The yield is 89.7%. RXN SMILES: [Br:1][C:2]1[CH:3]=[C:4]2[C:8](=[CH:9][CH:10]=1)[CH:7]([CH3:11])[N:6](S(C1C=CC(C)=CC=1)(=O)=O)[CH2:5]2.C1(O)C=CC=CC=1.C(O)(=O)CC.[H-].[Na+]>Br>[Br:1][C:2]1[CH:3]=[C:4]2[C:8](=[CH:9][CH:10]=1)[CH:7]([CH3:11])[NH:6][CH2:5]2 |f:3.4|. Procedure details: 67.46 g of 5-bromo-1-methyl-2-(p-toluene sulfonyl)isoindoline (3-8) was suspended in 325 ml of 47% hydrobromic acid and 48 ml of phenol and 197 ml of propionic acid were added thereto and the resulting mixture was heated under reflux for 4 hours. After the reaction was completed, the reaction mixture was adjusted to be alkaline with 8N sodium hydride solution and extracted with chloroform and the resulting organic layer was dried over anhydrous magnesium sulfate. The solvent was distilled off un... Reactants: COC([C@H](CC1=C(C=C(C=C1C)O)C)OCC)=O ((2S)-2-ethoxy-3-(4-hydroxy-2,6-dimethyl-phenyl)-propionic acid methyl ester), O=P(Cl)(Cl)Cl (POCl3), C([O-])([O-])=O.[Cs+].[Cs+] (cesium carbonate), ClCC=1N=C(OC1C)C1=CC=C(C=C1)C(C)C (4-chloromethyl-2-(4-isopropyl-phenyl)-5-methyl-oxazole), C(C)(C)C1=CC=C(C=O)C=C1 (4-isopropyl-benzaldehyde), [I-].[K+] (potassium iodide). The product is COC([C@H](CC1=C(C=C(C=C1C)OCC=1N=C(OC1C)C1=CC=C(C=C1)C(C)C)C)OCC)=O ((S)-2-ethoxy-3-{4-[2-(4-isopropyl-phenyl)-5-methyl-oxazol-4-ylmethoxy]-2,6-dimethyl-phenyl}-propionic acid methyl ester). RXN SMILES: [CH3:1][O:2][C:3](=[O:18])[C@@H:4]([O:15][CH2:16][CH3:17])[CH2:5][C:6]1[C:11]([CH3:12])=[CH:10][C:9]([OH:13])=[CH:8][C:7]=1[CH3:14].Cl[CH2:20][C:21]1[N:22]=[C:23]([C:27]2[CH:32]=[CH:31][C:30]([CH:33]([CH3:35])[CH3:34])=[CH:29][CH:28]=2)[O:24][C:25]=1[CH3:26].C(C1C=CC(C=O)=CC=1)(C)C.O=P(Cl)(Cl)Cl.C(=O)([O-])[O-].[Cs+].[Cs+].[I-].[K+]>>[CH3:1][O:2][C:3](=[O:18])[C@@H:4]([O:15][CH2:16][CH3:17])[CH2:5][C:6]1[C:11]([CH3:12])=[CH:10][C:9]([O:13][CH2:20][C:21]2[N:22]=[C:23]([C:27]3[CH:28]=[CH:29][C:30]([CH:33]([CH3:35])[CH3:34])=[CH:31][CH:32]=3)[O:24][C:25]=2[CH3:26])=[CH:8][C:7]=1[CH3:14] |f:4.5.6,7.8|. Procedure details: In analogy to the procedure described in example 1 f], (2S)-2-ethoxy-3-(4-hydroxy-2,6-dimethyl-phenyl)-propionic acid methyl ester (example 29 e]) was reacted with 4-chloromethyl-2-(4-isopropyl-phenyl)-5-methyl-oxazole (prepared from 4-isopropyl-benzaldehyde and diacetyl monoxyme followed by treatment with POCl3 in analogy to the procedures described in examples 5 a] and 2 b]) in the presence of cesium carbonate and potassium iodide to yield (S)-2-ethoxy-3-{4-[2-(4-isopropyl-phenyl)-5-methyl-oxa... The reactants are CN1CCC(CC1)CCCCOC=1C=C(C#N)C=CN1 (2-[4-(1-methyl-piperidin-4-yl)-butoxy]-isonicotinonitrile), CC(C)C[AlH]CC(C)C (DIBAL-H), [OH-].[Na+] (NaOH), C(=O)([O-])C(O)C(O)C(=O)[O-].[K+].[Na+] (sodium potassium tartrate), OS(=O)(=O)O (H2SO4). Run in C(Cl)Cl (CH2Cl2), C1(=CC=CC=C1)C (toluene), C1(=CC=CC=C1)C (toluene), CO (methanol). Conditions: time 3 hour. The product is CN1CCC(CC1)CCCCOC1=NC=CC(=C1)C=O (2-[4-(1-Methyl-piperidin-4-yl)-butoxy]-pyridine-4-carbaldehyde). The yield is 64.0%. RXN SMILES: [CH3:1][N:2]1[CH2:7][CH2:6][CH:5]([CH2:8][CH2:9][CH2:10][CH2:11][O:12][C:13]2[CH:14]=[C:15]([CH:18]=[CH:19][N:20]=2)[C:16]#N)[CH2:4][CH2:3]1.CC(C[AlH]CC(C)C)C.[OH:30]S(O)(=O)=O.[OH-].[Na+].C(C(C(C([O-])=O)O)O)([O-])=O.[K+].[Na+]>C1(C)C=CC=CC=1.C(Cl)Cl.CO>[CH3:1][N:2]1[CH2:7][CH2:6][CH:5]([CH2:8][CH2:9][CH2:10][CH2:11][O:12][C:13]2[CH:14]=[C:15]([CH:16]=[O:30])[CH:18]=[CH:19][N:20]=2)[CH2:4][CH2:3]1 |f:3.4,5.6.7|. Procedure: To a stirred solution of 2-[4-(1-methyl-piperidin-4-yl)-butoxy]-isonicotinonitrile (0.44 g, 1.61 mmol) in toluene (5 mL) at 0° C. was added a 1.5 M DIBAL-H in toluene (2.41 mL, 2.41 mmol). The reaction mixture was allowed to warm to rt. After 3 h, methanol (8 mL) and 1.0 M H2SO4 (5 mL) were added dropwise. After 30 min, the mixture was neutralized with 1.0 M NaOH (10 mL) followed by addition of satd. aq. sodium potassium tartrate (40 mL) and CH2Cl2 (100 mL). After 30 min the mixture was extracte...